From a dataset of the Open Reaction Database (ORD), a public repository of structured organic reaction records. describe an organic reaction: reactants, conditions, products, and yield Reactants: CC1=C2[C@H](C(=O)[C@@]3([C@H](C[C@@H]4[C@]([C@H]3[C@@H]([C@@](C2(C)C)(C[C@@H]1O)O)OC(=O)C=5C=CC=CC5)(CO4)OC(=O)C)O)C)OC(=O)C (baccatin III), CBZ baccatin III, CC1=C2C(C(=O)C3(C(CC4C(C3C(C(C2(C)C)(CC1O)O)OC(=O)C5=CC=CC=C5)(CO4)OC(=O)C)O)C)O (10-DAB III), CC1=C2[C@H](C(=O)[C@@]3([C@H](C[C@@H]4[C@]([C@H]3[C@@H]([C@@](C2(C)C)(C[C@@H]1O)O)OC(=O)C=5C=CC=CC5)(CO4)OC(=O)C)O)C)OC(=O)C (baccatin III), lithium alkoxide. Product: CC1=C2[C@H](C(=O)[C@@]3([C@H](C[C@@H]4[C@]([C@H]3[C@@H]([C@@](C2(C)C)(C[C@@H]1O)O)OC(=O)C=5C=CC=CC5)(CO4)OC(=O)C)O)C)O (10-deacetylbaccatin III). RXN SMILES: [CH3:1][C:2]1[CH:19]([OH:20])[CH2:18][C:14]2([OH:21])[C:15]([CH3:17])([CH3:16])[C:3]=1[CH:4]([OH:39])[C:5]([C:7]1([CH3:38])[CH:12]([CH:13]2[O:22][C:23]([C:25]2[CH:30]=[CH:29][CH:28]=[CH:27][CH:26]=2)=[O:24])[C:11]2([O:33][C:34]([CH3:36])=[O:35])[CH2:31][O:32][CH:10]2[CH2:9][CH:8]1[OH:37])=[O:6].CC1[C@@H](O)C[C@]2(O)C(C)(C)C=1[C@@H](OC(C)=O)C([C@@]1(C)[C@H]([C@@H]2OC(C2C=CC=CC=2)=O)[C@]2(OC(C)=O)CO[C@@H]2C[C@@H]1O)=O>>[CH3:1][C:2]1[C@@H:19]([OH:20])[CH2:18][C@:14]2([OH:21])[C:15]([CH3:16])([CH3:17])[C:3]=1[C@@H:4]([OH:39])[C:5]([C@@:7]1([CH3:38])[C@H:12]([C@@H:13]2[O:22][C:23]([C:25]2[CH:26]=[CH:27][CH:28]=[CH:29][CH:30]=2)=[O:24])[C@:11]2([O:33][C:34]([CH3:36])=[O:35])[CH2:31][O:32][C@@H:10]2[CH2:9][C@@H:8]1[OH:37])=[O:6]. Procedure: Alternatively, C-7 CBZ baccatin III can be synthesized directly from 10-deacetylbaccatin III as follows: ##STR9## Here, 10-DAB III is dissolved in THF to form a first solution which is cooled to a reduced temperature of less than -20° C., and preferably to -40° C., under a nitrogen atmosphere. At least two equivalents of n-butyl lithium (1.6 M in hexane) are then added dropwise to the first solution to form a second solution which is then stirred for approximately five minutes at the reduced tem... Starting materials: BrC1=NN(C2=C1C=NC(=C2)NC(=O)N[C@H](C)C2=CC=CC=C2)C(C2=CC=CC=C2)(C2=CC=CC=C2)C2=CC=CC=C2 ((R)-1-(3-bromo-1-trityl-1H-pyrazolo[4,3-c]pyridin-6-yl)-3-(1-phenylethyl)urea), CN1N=C(C=C1)B1OC(C(O1)(C)C)(C)C (1-methyl-3-(4,4,5,5-tetramethyl-1,3,2-dioxaborolan-2-yl)-1H-pyrazole), C(=O)([O-])[O-].[Na+].[Na+] (Na2CO3). Reagents/catalysts: C1=CC=C(C=C1)P([C-]2C=CC=C2)C3=CC=CC=C3.C1=CC=C(C=C1)P([C-]2C=CC=C2)C3=CC=CC=C3.Cl[Pd]Cl.[Fe+2].C(Cl)Cl (PdCl2(dppf) CH2Cl2). Run in O1CCOCC1 (1,4-dioxane). Reaction conditions: temperature 80 celsius. The product is CN1N=C(C=C1)C1=NN(C2=C1C=NC(=C2)NC(=O)N[C@H](C)C2=CC=CC=C2)C(C2=CC=CC=C2)(C2=CC=CC=C2)C2=CC=CC=C2 ((R)-1-(3-(1-methyl-1H-pyrazol-3-yl)-1-trityl-1H-pyrazolo[4,3-c]pyridin-6-yl)-3-(1-phenylethyl)urea). RXN SMILES: Br[C:2]1[C:6]2[CH:7]=[N:8][C:9]([NH:11][C:12]([NH:14][C@@H:15]([C:17]3[CH:22]=[CH:21][CH:20]=[CH:19][CH:18]=3)[CH3:16])=[O:13])=[CH:10][C:5]=2[N:4]([C:23]([C:36]2[CH:41]=[CH:40][CH:39]=[CH:38][CH:37]=2)([C:30]2[CH:35]=[CH:34][CH:33]=[CH:32][CH:31]=2)[C:24]2[CH:29]=[CH:28][CH:27]=[CH:26][CH:25]=2)[N:3]=1.[CH3:42][N:43]1[CH:47]=[CH:46][C:45](B2OC(C)(C)C(C)(C)O2)=[N:44]1.C([O-])([O-])=O.[Na+].[Na+]>C1C=CC(P(C2C=CC=CC=2)[C-]2C=CC=C2)=CC=1.C1C=CC(P(C2C=CC=CC=2)[C-]2C=CC=C2)=CC=1.Cl[Pd]Cl.[Fe+2].C(Cl)Cl.O1CCOCC1>[CH3:42][N:43]1[CH:47]=[CH:46][C:45]([C:2]2[C:6]3[CH:7]=[N:8][C:9]([NH:11][C:12]([NH:14][C@@H:15]([C:17]4[CH:22]=[CH:21][CH:20]=[CH:19][CH:18]=4)[CH3:16])=[O:13])=[CH:10][C:5]=3[N:4]([C:23]([C:36]3[CH:41]=[CH:40][CH:39]=[CH:38][CH:37]=3)([C:30]3[CH:35]=[CH:34][CH:33]=[CH:32][CH:31]=3)[C:24]3[CH:29]=[CH:28][CH:27]=[CH:26][CH:25]=3)[N:3]=2)=[N:44]1 |f:2.3.4,5.6.7.8.9|. Procedure details: (R)-1-(3-bromo-1-trityl-1H-pyrazolo[4,3-c]pyridin-6-yl)-3-(1-phenylethyl)urea (36 mg, 0.060 mmol), 1-methyl-3-(4,4,5,5-tetramethyl-1,3,2-dioxaborolan-2-yl)-1H-pyrazole (18.6 mg, 0.090 mmol), PdCl2(dppf)-CH2Cl2 adduct (7.3 mg, 8.96 μmol), 1,4-dioxane (0.6 mL) and Na2CO3 (0.08 mL, 0.160 mmol, 2M) were charged in a vial. The mixture was evacuated and purged with nitrogen six times and heated at 80° C. for 1 h. The mixture was diluted with EtOAc, washed with water, brine, dried (Na2SO4) and concentr... The reactants are C(=O)(OC(C)(C)C)N[C@H](CCC1=CC=CC=C1)C(=O)O (N-Boc-D-Homophenylalanine), NC=1C=NC2=CC=CC=C2C1 (3-aminoquinoline), C1(CCCCC1)N=C=NC1CCCCC1 (dicyclohexylcarbodiimide), O (water). Solvent: C(C)(=O)OCC (ethyl acetate), C(C)(=O)O (acetic acid), C(C)N(CC)CC (triethylamine), C(C)#N (acetonitrile). Yields the product N1=CC(=CC2=CC=CC=C12)C(=O)N.C(=O)(OC(C)(C)C)N[C@H](CCC1=CC=CC=C1)C(=O)O (N-Boc-D-Homophenylalanine Quinoline-3-amide). Isolated yield 178.0%. RXN SMILES: [C:1]([NH:8][C@@H:9]([C:18]([OH:20])=[O:19])[CH2:10][CH2:11][C:12]1[CH:17]=[CH:16][CH:15]=[CH:14][CH:13]=1)([O:3][C:4]([CH3:7])([CH3:6])[CH3:5])=[O:2].N[C:22]1[CH:23]=[N:24][C:25]2[C:30]([CH:31]=1)=[CH:29][CH:28]=[CH:27][CH:26]=2.C1(N=C=NC2CCCCC2)CCCCC1.O>C(OCC)(=O)C.C(O)(=O)C.C(N(CC)CC)C.C(#N)C>[N:24]1[C:25]2[C:30](=[CH:29][CH:28]=[CH:27][CH:26]=2)[CH:31]=[C:22]([C:1]([NH2:8])=[O:2])[CH:23]=1.[C:1]([NH:8][C@@H:9]([C:18]([OH:20])=[O:19])[CH2:10][CH2:11][C:12]1[CH:13]=[CH:14][CH:15]=[CH:16][CH:17]=1)([O:3][C:4]([CH3:5])([CH3:7])[CH3:6])=[O:2] |f:8.9|. Procedure: A solution of N-Boc-D-Homophenylalanine (3.0 g, 10.7 mmol) in ethyl acetate (100 mL) was treated with 3-aminoquinoline (3.08 g, 21.4 mmol) followed by dicyclohexylcarbodiimide (2.31 g, 11.2 mmol). The reaction was stirred at 25° C. for 3 hr (HPLC monitoring RP-18, 250×4 mm, water:acetonitrile:triethylamine:acetic acid=500:500:0.6:1 (mL), UV detector, λ=254 nm), filtered and the filtrate washed with 1M hydrochloric acid (25 mL), saturated solution of sodium bicarbonate (25 mL) and water (25 mL). ... Starting materials: CCOn1cc(C(=O)O)ccc1=O, CC(N)C(N)(c1ccc(F)cc1)c1ccc(F)nc1. The product is CCOn1cc(C2=NC(c3ccc(F)cc3)(c3ccc(F)nc3)C(C)N2)ccc1=O. As a reaction SMILES: [CH2:20]([CH3:21])[O:22][n:23]1[c:24](=[O:32])[cH:25][cH:26][c:27]([C:29]([OH:30])=[O:31])[cH:28]1.[F:1][c:2]1[cH:3][cH:4][c:5]([C:8]([CH:9]([CH3:10])[NH2:11])([NH2:12])[c:13]2[cH:14][n:15][c:16]([F:19])[cH:17][cH:18]2)[cH:6][cH:7]1>>[F:1][c:2]1[cH:3][cH:4][c:5]([C:8]2([c:13]3[cH:14][n:15][c:16]([F:19])[cH:17][cH:18]3)[CH:9]([CH3:10])[NH:11][C:29]([c:27]3[cH:26][cH:25][c:24](=[O:32])[n:23]([O:22][CH2:20][CH3:21])[cH:28]3)=[N:12]2)[cH:6][cH:7]1. Starting materials: CN1CCCN(CC(=O)OC(C)(C)C)C1=O, ClCCl, O=C(O)C(F)(F)F. Product: CN1CCCN(CC(=O)O)C1=O. Reaction SMILES: [CH3:1][N:2]1[C:3](=[O:16])[N:4]([CH2:8][C:9](=[O:10])[O:11][C:12]([CH3:13])([CH3:14])[CH3:15])[CH2:5][CH2:6][CH2:7]1.[Cl:24][CH2:25][Cl:26].[F:17][C:18]([F:19])([F:20])[C:21]([OH:22])=[O:23]>>[CH3:1][N:2]1[C:3](=[O:16])[N:4]([CH2:8][C:9](=[O:10])[OH:11])[CH2:5][CH2:6][CH2:7]1. Starting materials: BrC1=CC(=CC(=N1)N)OC (6-bromo-4-methoxy-pyridin-2-ylamine), [Cu]C#N (copper(I) cyanide). Solvent: CN(C=O)C (dimethylformamide). Reaction conditions: temperature 220 celsius. Product: NC1=CC(=CC(=N1)C#N)OC (6-Amino-4-methoxy-pyridine-2-carbonitrile). Isolated yield 29.3%. RXN SMILES: Br[C:2]1[N:7]=[C:6]([NH2:8])[CH:5]=[C:4]([O:9][CH3:10])[CH:3]=1.[Cu][C:12]#[N:13]>CN(C)C=O>[NH2:8][C:6]1[N:7]=[C:2]([C:12]#[N:13])[CH:3]=[C:4]([O:9][CH3:10])[CH:5]=1. Procedure details: To a solution of 0.40 g 6-bromo-4-methoxy-pyridin-2-ylamine in 8.0 ml dimethylformamide was added 0.265 g copper(I) cyanide and the mixture was heated to 220° C. under microwave irradiation for 6 min. The reaction mixture was partitioned between water and ethyl acetate. The phases were separated and washed with water and brine, dried over magnesium sulfate dihydrate and purified by chromatography on silica gel with heptane : ethyl acetate to yield 0.086 g of the title compound as greenish solid ... Reactants: CCOC(C)=O, CO, CC(C(N)=O)n1ccc2c([N+](=O)[O-])cccc2c1=O. The product is CC(C(N)=O)n1ccc2c(N)cccc2c1=O. Reaction SMILES: [CH2:22]([O:23][C:24](=[O:25])[CH3:26])[CH3:27].[CH3:20][OH:21].[N+:1]([O-:2])(=[O:3])[c:4]1[c:5]2[cH:6][cH:7][n:8]([CH:15]([C:16](=[O:17])[NH2:18])[CH3:19])[c:9](=[O:14])[c:10]2[cH:11][cH:12][cH:13]1>>[NH2:1][c:4]1[c:5]2[cH:6][cH:7][n:8]([CH:15]([C:16](=[O:17])[NH2:18])[CH3:19])[c:9](=[O:14])[c:10]2[cH:11][cH:12][cH:13]1. Starting materials: CO, C[O-], CC1(C)OCC(CO)O1, Cc1ccccc1, ClCc1ccccc1, [Na+]. Yields the product CC1(C)OCC(COCc2ccccc2)O1. Reaction SMILES: [CH3:10][OH:11].[CH3:12][O-:13].[CH3:1][C:2]1([CH3:9])[O:3][CH2:4][CH:5]([CH2:7][OH:8])[O:6]1.[CH3:23][c:24]1[cH:25][cH:26][cH:27][cH:28][cH:29]1.[Cl:15][CH2:16][c:17]1[cH:18][cH:19][cH:20][cH:21][cH:22]1.[Na+:14]>>[CH3:1][C:2]1([CH3:9])[O:3][CH2:4][CH:5]([CH2:7][O:8][CH2:16][c:17]2[cH:18][cH:19][cH:20][cH:21][cH:22]2)[O:6]1.